From a dataset of the Open Reaction Database (ORD), a public repository of structured organic reaction records. describe an organic reaction: reactants, conditions, products, and yield Reported procedure: Using isothiazolidine 1,1-dioxide (94 mg) and (5-bromopyridin-2-yl) [4-(5-cyclopropyl-3-methylpyridin-2-yl)piperazin-1-yl]methanone (310 mg) described in Preparation Example 135 and by the reaction and treatment in the same manner as in Example 1, the title compound (139 mg) was obtained. Product: C1(CC1)C=1C=C(C(=NC1)N1CCN(CC1)C(=O)C1=NC=C(C=C1)N1S(CCC1)(=O)=O)C ([4-(5-cyclopropyl-3-methylpyridin-2-yl)piperazin-1-yl][5-(1,1-dioxo-1λ6-isothiazolidin-2-yl)pyridin-2-yl]methanone). Reactants: S1(NCCC1)(=O)=O (isothiazolidine 1,1-dioxide), BrC=1C=CC(=NC1)C(=O)N1CCN(CC1)C1=NC=C(C=C1C)C1CC1 ((5-bromopyridin-2-yl) [4-(5-cyclopropyl-3-methylpyridin-2-yl)piperazin-1-yl]methanone). Reaction SMILES: [S:1]1(=[O:7])(=[O:6])[CH2:5][CH2:4][CH2:3][NH:2]1.Br[C:9]1[CH:10]=[CH:11][C:12]([C:15]([N:17]2[CH2:22][CH2:21][N:20]([C:23]3[C:28]([CH3:29])=[CH:27][C:26]([CH:30]4[CH2:32][CH2:31]4)=[CH:25][N:24]=3)[CH2:19][CH2:18]2)=[O:16])=[N:13][CH:14]=1>>[CH:30]1([C:26]2[CH:27]=[C:28]([CH3:29])[C:23]([N:20]3[CH2:19][CH2:18][N:17]([C:15]([C:12]4[CH:11]=[CH:10][C:9]([N:2]5[CH2:3][CH2:4][CH2:5][S:1]5(=[O:7])=[O:6])=[CH:14][N:13]=4)=[O:16])[CH2:22][CH2:21]3)=[N:24][CH:25]=2)[CH2:31][CH2:32]1. Isolated yield 40.8%. Starting materials: O=C1NC(=O)C2(CC(c3cccc(F)c3)Oc3ccc(Br)cc32)N1, C1COCCO1, COc1ccc(P2(=S)SP(=S)(c3ccc(OC)cc3)S2)cc1. The product is O=C1NC(=S)NC12CC(c1cccc(F)c1)Oc1ccc(Br)cc12. RXN SMILES: [Br:1][c:2]1[cH:3][c:4]2[c:9]([cH:10][cH:11]1)[O:8][CH:7]([c:12]1[cH:13][c:14]([F:18])[cH:15][cH:16][cH:17]1)[CH2:6][C:5]21[NH:19][C:20](=[O:24])[NH:21][C:22]1=[O:23].[CH2:47]1[O:48][CH2:49][CH2:50][O:51][CH2:52]1.[CH3:25][O:26][c:27]1[cH:28][cH:29][c:30]([P:31]2(=[S:34])[S:32][P:33]([c:35]3[cH:36][cH:37][c:38]([O:39][CH3:40])[cH:41][cH:42]3)(=[S:43])[S:44]2)[cH:45][cH:46]1>>[Br:1][c:2]1[cH:3][c:4]2[c:9]([cH:10][cH:11]1)[O:8][CH:7]([c:12]1[cH:13][c:14]([F:18])[cH:15][cH:16][cH:17]1)[CH2:6][C:5]21[NH:19][C:20](=[S:34])[NH:21][C:22]1=[O:23]. Reactants: 4,5-chloro-2-[5-[(3,4-dihydro-4-oxo-8-propyl-2H-1-benzopyran-7-yl)oxy]pentyloxy]benzenepropanoic acid methyl ester, OC1=C(C2=C(C(CCO2)=O)C=C1)CCC (2,3-dihydro-7-hydroxy-8-propyl-4H-1-benzopyran-4-one), COC(CCC1=C(C=CC(=C1)Cl)OCCCCCBr)=O (2-[(5-bromopentyl)oxy]-5-chlorobenzenepropanoic acid methyl ester). The product is ClC=1C=CC(=C(C1)CCC(=O)O)OCCCCCOC1=C(C2=C(C(CCO2)=O)C=C1)CCC (5-chloro-2-[5-[(3,4-dihydro-4-oxo-8-propyl-2H-1-benzopyran-7-yl)oxy]pentyloxy]benzenepropanoic acid). Yield: 70.9%. RXN SMILES: [OH:1][C:2]1[CH:12]=[CH:11][C:5]2[C:6](=[O:10])[CH2:7][CH2:8][O:9][C:4]=2[C:3]=1[CH2:13][CH2:14][CH3:15].C[O:17][C:18](=[O:35])[CH2:19][CH2:20][C:21]1[CH:26]=[C:25]([Cl:27])[CH:24]=[CH:23][C:22]=1[O:28][CH2:29][CH2:30][CH2:31][CH2:32][CH2:33]Br>>[Cl:27][C:25]1[CH:24]=[CH:23][C:22]([O:28][CH2:29][CH2:30][CH2:31][CH2:32][CH2:33][O:1][C:2]2[CH:12]=[CH:11][C:5]3[C:6](=[O:10])[CH2:7][CH2:8][O:9][C:4]=3[C:3]=2[CH2:13][CH2:14][CH3:15])=[C:21]([CH2:20][CH2:19][C:18]([OH:35])=[O:17])[CH:26]=1. Procedure: Using the procedure of example 4,5-chloro-2-[5-[(3,4-dihydro-4-oxo-8-propyl-2H-1-benzopyran-7-yl)oxy]pentyloxy]benzenepropanoic acid methyl ester, a pale-yellow oil, was prepared in quantitative yield starting from 0.62 g (3 mmol) of 2,3-dihydro-7-hydroxy-8-propyl-4H-1-benzopyran-4-one and 1.21 g (3.33 mmol) of 2-[(5-bromopentyl)oxy]-5-chlorobenzenepropanoic acid methyl ester. Saponification using the procedure of example 4 afforded 1.01 g (71%) of 5-chloro-2-[5-[(3,4-dihydro-4-oxo-8-propyl-2H-1... Reactants: Cc1cc(Oc2ccc(NC(=O)Nc3cc(C(C)(C)C)nn3-c3cccc(C(=O)O)c3)c(F)c2)ccn1, C1CCOC1, CCN=C=NCCCN(C)C, CN(C)c1ccncc1, CCOC(C)=O, ClCCl, Cl, NCC(O)CO, O, On1nnc2ccccc21. Yields the product Cc1cc(Oc2ccc(NC(=O)Nc3cc(C(C)(C)C)nn3-c3cccc(C(=O)NCC(O)CO)c3)c(F)c2)ccn1. Reaction SMILES: [C:1]([CH3:2])([CH3:3])([CH3:4])[c:5]1[n:6][n:7](-[c:29]2[cH:30][c:31]([C:32](=[O:33])[OH:34])[cH:35][cH:36][cH:37]2)[c:8]([NH:10][C:11](=[O:12])[NH:13][c:14]2[c:15]([F:28])[cH:16][c:17]([O:20][c:21]3[cH:22][c:23]([CH3:27])[n:24][cH:25][cH:26]3)[cH:18][cH:19]2)[cH:9]1.[CH2:75]1[O:76][CH2:77][CH2:78][CH2:79]1.[CH3:45][N:46]([CH3:47])[CH2:48][CH2:49][CH2:50][N:51]=[C:52]=[N:53][CH2:54][CH3:55].[CH3:66][N:67]([CH3:68])[c:69]1[cH:70][cH:71][n:72][cH:73][cH:74]1.[CH3:84][CH2:85][O:86][C:87](=[O:88])[CH3:89].[Cl:80][CH2:81][Cl:82].[ClH:44].[NH2:38][CH2:39][CH:40]([CH2:41][OH:42])[OH:43].[OH2:83].[OH:56][n:57]1[c:58]2[cH:59][cH:60][cH:61][cH:62][c:63]2[n:64][n:65]1>>[C:1]([CH3:2])([CH3:3])([CH3:4])[c:5]1[n:6][n:7](-[c:29]2[cH:30][c:31]([C:32](=[O:33])[NH:38][CH2:39][CH:40]([CH2:41][OH:42])[OH:43])[cH:35][cH:36][cH:37]2)[c:8]([NH:10][C:11](=[O:12])[NH:13][c:14]2[c:15]([F:28])[cH:16][c:17]([O:20][c:21]3[cH:22][c:23]([CH3:27])[n:24][cH:25][cH:26]3)[cH:18][cH:19]2)[cH:9]1.